This data is from the Open Reaction Database (ORD), a public repository of structured organic reaction records. The task is: describe an organic reaction: reactants, conditions, products, and yield The reactants are COC(CN(C)C1=CC=CC=C1)=O (N-phenyl-N-methylglycine methyl ester), [OH-].[Na+] (NaOH). Run in O.CO (water methanol). Product: CN(CC(=O)O)C1=CC=CC=C1 (N-methyl-N-phenylglycine). As a reaction SMILES: C[O:2][C:3](=[O:13])[CH2:4][N:5]([C:7]1[CH:12]=[CH:11][CH:10]=[CH:9][CH:8]=1)[CH3:6].[OH-].[Na+]>O.CO>[CH3:6][N:5]([C:7]1[CH:12]=[CH:11][CH:10]=[CH:9][CH:8]=1)[CH2:4][C:3]([OH:13])=[O:2] |f:1.2,3.4|. Reported procedure: To 500 ml of water/methanol (1/4 weight ratio), 30 g of N-phenyl-N-methylglycine methyl ester and 12.3 g (1.1 equivalent weight) of NaOH were added and refluxed for 2 hours. The methanol was evaporated from the reaction mixture under reduced pressure. Then, water was added thereto and unreacted starting materials were extracted with methylene chloride. Subsequently, 10% hydrochloric acid was added to the aqueous layer to adjust the pH at about 5, followed by extraction with ether. The ether laye...